describe an organic reaction: reactants, conditions, products, and yield From a dataset of the Open Reaction Database (ORD), a public repository of structured organic reaction records. Product: ClC1=C(COC=2C=CC=C3C(=CC(=NC23)C)N2C=NC=C2)C(=CC=C1N(C)C(CNC(C=CC1=CC=C(C=C1)C(N(C)C)=O)=O)=O)Cl (8-[2,6-dichloro-3-[N-[4-(dimethylcarbamoyl)cinnamoylglycyl]-N-methylamino]benzyloxy]-4-(imidazol-1-yl)-2-methylquinoline). Solvent: ClCCl (dichloromethane). The reactants are C([O-])(O)=O.[Na+] (sodium bicarbonate), NCC(=O)N(C)C=1C(=C(COC=2C=CC=C3C(=CC(=NC23)C)N2C=NC=C2)C(=CC1)Cl)Cl (8-[3-(N-glycyl-N-methylamino)-2,6-dichlorobenzyloxy]-4-(imidazol-1-yl)-2-methylquinoline), CN(C(=O)C1=CC=C(C=CC(=O)O)C=C1)C (4-(dimethylcarbamoyl)cinnamic acid), ON1N=NC2=C1C=CC=C2 (1-hydroxybenzotriazole), Cl.C(C)N=C=NCCCN(C)C (1-ethyl-3-(3-dimethylaminopropyl)carbodiimide hydrochloride). As a reaction SMILES: [NH2:1][CH2:2][C:3]([N:5]([C:7]1[C:8]([Cl:32])=[C:9]([C:28]([Cl:31])=[CH:29][CH:30]=1)[CH2:10][O:11][C:12]1[CH:13]=[CH:14][CH:15]=[C:16]2[C:21]=1[N:20]=[C:19]([CH3:22])[CH:18]=[C:17]2[N:23]1[CH:27]=[CH:26][N:25]=[CH:24]1)[CH3:6])=[O:4].[CH3:33][N:34]([CH3:48])[C:35]([C:37]1[CH:47]=[CH:46][C:40]([CH:41]=[CH:42][C:43](O)=[O:44])=[CH:39][CH:38]=1)=[O:36].ON1C2C=CC=CC=2N=N1.Cl.C(N=C=NCCCN(C)C)C.C(=O)(O)[O-].[Na+]>ClCCl>[Cl:32][C:8]1[C:7]([N:5]([C:3](=[O:4])[CH2:2][NH:1][C:43](=[O:44])[CH:42]=[CH:41][C:40]2[CH:46]=[CH:47][C:37]([C:35](=[O:36])[N:34]([CH3:48])[CH3:33])=[CH:38][CH:39]=2)[CH3:6])=[CH:30][CH:29]=[C:28]([Cl:31])[C:9]=1[CH2:10][O:11][C:12]1[CH:13]=[CH:14][CH:15]=[C:16]2[C:21]=1[N:20]=[C:19]([CH3:22])[CH:18]=[C:17]2[N:23]1[CH:27]=[CH:26][N:25]=[CH:24]1 |f:3.4,5.6|. Run at time 3 hour. Isolated yield 91.0%. Procedure details: To a solution of 8-[3-(N-glycyl-N-methylamino)-2,6-dichlorobenzyloxy]-4-(imidazol-1-yl)-2-methylquinoline (80 mg), 4-(dimethylcarbamoyl)cinnamic acid (41 mg) and 1-hydroxybenzotriazole (29.9 mg) in dichloromethane (0.8 ml) was added 1-ethyl-3-(3-dimethylaminopropyl)carbodiimide hydrochloride (39.1 mg) at ambient temperature, and the mixture was stirred for 3 hours at the same temperature. To the mixture was added saturated sodium bicarbonate solution, and the separated organic layer was dried ov... The reactants are PTFE, ClC=1C=C(C(=NC1Cl)OC)N1C(C=CC2=CC(=CC=C12)S(=O)(=O)NC1=NOC=C1)=O (1-(5,6-dichloro-2-methoxypyridin-3-yl)-N-(isoxazol-3-yl)-2-oxo-1,2-dihydroquinoline-6-sulfonamide), C([O-])([O-])=O.[Cs+].[Cs+] (cesium carbonate), OCC1CC1 ((hydroxymethyl)cyclopropane). Run in CC(C)O (IPA), CS(=O)C (dimethyl sulfoxide), CS(=O)C (DMSO). Conditions: temperature 90 celsius, time 16 hour. Yields the product ClC=1C=C(C(=NC1OCC1CC1)OC)N1C(C=CC2=CC(=CC=C12)S(=O)(=O)NC1=NOC=C1)=O (1-(5-chloro-6-(cyclopropylmethoxy)-2-methoxy-3-pyridinyl)-N-3-isoxazolyl-2-oxo-1,2-dihydro-6-quinolinesulfonamide). Yield: 55.8%. Reaction SMILES: [Cl:1][C:2]1[CH:3]=[C:4]([N:11]2[C:20]3[C:15](=[CH:16][C:17]([S:21]([NH:24][C:25]4[CH:29]=[CH:28][O:27][N:26]=4)(=[O:23])=[O:22])=[CH:18][CH:19]=3)[CH:14]=[CH:13][C:12]2=[O:30])[C:5]([O:9][CH3:10])=[N:6][C:7]=1Cl.C(=O)([O-])[O-].[Cs+].[Cs+].[OH:37][CH2:38][CH:39]1[CH2:41][CH2:40]1>CC(O)C.CS(C)=O>[Cl:1][C:2]1[CH:3]=[C:4]([N:11]2[C:20]3[C:15](=[CH:16][C:17]([S:21]([NH:24][C:25]4[CH:29]=[CH:28][O:27][N:26]=4)(=[O:22])=[O:23])=[CH:18][CH:19]=3)[CH:14]=[CH:13][C:12]2=[O:30])[C:5]([O:9][CH3:10])=[N:6][C:7]=1[O:37][CH2:38][CH:39]1[CH2:41][CH2:40]1 |f:1.2.3|. Procedure: A 5-mL vial was sequentially charged with 1-(5,6-dichloro-2-methoxypyridin-3-yl)-N-(isoxazol-3-yl)-2-oxo-1,2-dihydroquinoline-6-sulfonamide (300 mg, 0.642 mmol), cesium carbonate (154 μl, 1.926 mmol), dimethyl sulfoxide (2.1 mL), and (hydroxymethyl)cyclopropane (130 μL, 1.605 mmol). The vial was sealed with a PTFE lined cap and heated to 90° C. After 16 h, the brown reaction mixture was allowed to cool to RT, then diluted with IPA (3 mL) and filtered through a pad of celite. The pad was rinsed w...